From a dataset of the Open Reaction Database (ORD), a public repository of structured organic reaction records. describe an organic reaction: reactants, conditions, products, and yield Starting materials: Ice water, [H-].[Na+] (NaH), CI (MeI), BrC1=CC(=C(C=C1)CO)F ((4-bromo-2-fluorophenyl)methanol). Run in CN(C)C=O (DMF). Reaction conditions: temperature 0 celsius, time 15 minute. The product is BrC1=CC(=C(C=C1)COC)F (4-bromo-2-fluoro-1-(methoxymethyl)benzene). The yield is 83.2%. As a reaction SMILES: [H-].[Na+].[Br:3][C:4]1[CH:9]=[CH:8][C:7]([CH2:10][OH:11])=[C:6]([F:12])[CH:5]=1.[CH3:13]I>CN(C=O)C>[Br:3][C:4]1[CH:9]=[CH:8][C:7]([CH2:10][O:11][CH3:13])=[C:6]([F:12])[CH:5]=1 |f:0.1|. Reported procedure: The title compound was prepared according to General Method 8. To a suspension of NaH (50-60% mineral oil, 8 g, 0.33 mol) in Dry DMF (200 mL) at 0° C. was added (4-bromo-2-fluorophenyl)methanol (27 g, 0.1317 mol). The reaction mixture was stirred for 15 min at 0° C. and then warmed to and stirred at RT for 30 min. The reaction mixture was again cooled to 0° C. and MeI (15 mL, 0.1975 mol) was added drop wise. After addition was complete, the reaction mixture was warmed to room temperature and sti... Reactants: NC(=O)N (urea), C(C)OC=1C=C(C=O)C=C(C1O)[N+](=O)[O-] (3-ethoxy-4-hydroxy-5-nitrobenzaldehyde), B(F)(F)F.CCOCC (BF3 Et2O), C1(CCCCC1)CC(=O)C1=CC=CC=C1 (2-cyclohexyl-1-phenylethanone), C1(CCCCC1)CC(=O)C1=CC=CC=C1 (2-cyclohexyl-1-phenylethanone). The reagents and catalysts are Cl[Cu] (CuCl). Solvent: C1CCOC1 (THF), CC(=O)O (AcOH), C1CCOC1 (THF). Yields the product C1(CCCCC1)C=1C(NC(NC1C1=CC=CC=C1)=O)C1=CC(=C(C(=C1)[N+](=O)[O-])O)OCC (5-cyclohexyl-4-(3-ethoxy-4-hydroxy-5-nitrophenyl)-6-phenyl-3,4-dihydropyrimidin-2(1H)-one). Yield: 9.3%. RXN SMILES: [NH2:1][C:2]([NH2:4])=[O:3].[CH2:5]([O:7][C:8]1[CH:9]=[C:10]([CH:13]=[C:14]([N+:17]([O-:19])=[O:18])[C:15]=1[OH:16])[CH:11]=O)[CH3:6].B(F)(F)F.CCOCC.[CH:29]1([CH2:35][C:36]([C:38]2[CH:43]=[CH:42][CH:41]=[CH:40][CH:39]=2)=O)[CH2:34][CH2:33][CH2:32][CH2:31][CH2:30]1>C1COCC1.Cl[Cu].CC(O)=O>[CH:38]1([C:36]2[CH:11]([C:10]3[CH:13]=[C:14]([N+:17]([O-:19])=[O:18])[C:15]([OH:16])=[C:8]([O:7][CH2:5][CH3:6])[CH:9]=3)[NH:1][C:2](=[O:3])[NH:4][C:35]=2[C:29]2[CH:30]=[CH:31][CH:32]=[CH:33][CH:34]=2)[CH2:43][CH2:42][CH2:41][CH2:40][CH2:39]1 |f:2.3|. Procedure: A mixture of urea (150 mg, 2.5 mmol), 3-ethoxy-4-hydroxy-5-nitrobenzaldehyde (104 mg, 0.49 mmol), CuCl (99 mg, 1.0 mmol), BF3-Et2O (142 mg, 1.0 mmol) and AcOH (0.2 mL) in anhydrous THF (10 mL) was stirred under refluxing under N2 atmosphere for 0.5 hour. Then 2-cyclohexyl-1-phenylethanone (Intermediate 96) (100 mg, 0.49 mmol) in anhydrous THF (0.5 mL) was added and the reaction mixture was refluxed overnight. Followed a standard aqueous/EtOAc workup and purified by prep-HPLC (0.1% TFA as additiv... Reactants: CCOC(=O)C=CC(CC1OC(C)(C)N(C(=O)OC(C)(C)C)C1CC1CCCCC1)C(C)C, CC(=O)O, CO, [Na+], [OH-]. Yields the product CC(C)C(C=CC(=O)O)CC1OC(C)(C)N(C(=O)OC(C)(C)C)C1CC1CCCCC1. As a reaction SMILES: [C:1]([CH3:2])([CH3:3])([CH3:4])[O:5][C:6](=[O:7])[N:8]1[C:9]([CH3:32])([CH3:33])[O:10][CH:11]([CH2:20][CH:21]([CH:22]=[CH:23][C:24](=[O:25])[O:26][CH2:27][CH3:28])[CH:29]([CH3:30])[CH3:31])[CH:12]1[CH2:13][CH:14]1[CH2:15][CH2:16][CH2:17][CH2:18][CH2:19]1.[CH3:36][C:37](=[O:38])[OH:39].[CH3:40][OH:41].[Na+:35].[OH-:34]>>[C:1]([CH3:2])([CH3:3])([CH3:4])[O:5][C:6](=[O:7])[N:8]1[C:9]([CH3:32])([CH3:33])[O:10][CH:11]([CH2:20][CH:21]([CH:22]=[CH:23][C:24](=[O:25])[OH:26])[CH:29]([CH3:30])[CH3:31])[CH:12]1[CH2:13][CH:14]1[CH2:15][CH2:16][CH2:17][CH2:18][CH2:19]1. The reactants are ClC1=CC=C(C=C1)N1C(OC[C@@H]1C1=CC(=CC=C1)O)=O ((S)-3-(4-chlorophenyl)-4-(3-hydroxyphenyl)oxazolidin-2-one), C(=O)([O-])[O-].[Cs+].[Cs+] (Cs2CO3), ClC1=NC=CC=N1 (2-chloropyrimidine). The solvent is CN(C)C=O (DMF). Conditions: temperature 80 celsius, time 3 hour. Product: ClC1=CC=C(C=C1)N1C(OC[C@@H]1C1=CC(=CC=C1)OC1=NC=CC=N1)=O ((S)-3-(4-chlorophenyl)-4-(3-(pyrimidin-2-yloxy)phenyl)oxazolidin-2-one). Reaction SMILES: [Cl:1][C:2]1[CH:7]=[CH:6][C:5]([N:8]2[C@@H:12]([C:13]3[CH:18]=[CH:17][CH:16]=[C:15]([OH:19])[CH:14]=3)[CH2:11][O:10][C:9]2=[O:20])=[CH:4][CH:3]=1.C([O-])([O-])=O.[Cs+].[Cs+].Cl[C:28]1[N:33]=[CH:32][CH:31]=[CH:30][N:29]=1>CN(C=O)C>[Cl:1][C:2]1[CH:3]=[CH:4][C:5]([N:8]2[C@@H:12]([C:13]3[CH:18]=[CH:17][CH:16]=[C:15]([O:19][C:28]4[N:33]=[CH:32][CH:31]=[CH:30][N:29]=4)[CH:14]=3)[CH2:11][O:10][C:9]2=[O:20])=[CH:6][CH:7]=1 |f:1.2.3|. Reported procedure: To (S)-3-(4-chlorophenyl)-4-(3-hydroxyphenyl)oxazolidin-2-one (0.05 mmol) is added Cs2CO3 (0.1 mmol) and 2-chloropyrimidine (0.06 mmol) in DMF (1 mL). The mixture is stirred at 80° C. for 3 h then cooled to room temperature and filtered through Whatman 0.42 μM filter and purified by preparative HPLC (C-18, 10-90% ACN/water (0.05% TFA)). HPLC-MS calculated for C19H14ClN3O3 (M+H+): 368.0, found 368.0. The reactants are FC=1C=C(CC2OC2)C=CC1OC ((RS)-2-(3-Fluoro-4-methoxy-benzyl)-oxirane), CC1=CC=C(CC2(CCNCC2)O)C=C1 (4-(4-methyl-benzyl)-piperidin-4-ol). Solvent: CO (MeOH). Reaction conditions: time 16 hour. The product is FC=1C=C(C=CC1OC)CC(CN1CCC(CC1)(O)CC1=CC=C(C=C1)C)O ((RS)-1-[3-(3-Fluoro-4-methoxy-phenyl)-2-hydroxy-propyl]-4-(4-methyl-benzyl)-piperidin-4-ol). Isolated yield 81.4%. Reaction SMILES: [F:1][C:2]1[CH:3]=[C:4]([CH:9]=[CH:10][C:11]=1[O:12][CH3:13])[CH2:5][CH:6]1[CH2:8][O:7]1.[CH3:14][C:15]1[CH:28]=[CH:27][C:18]([CH2:19][C:20]2([OH:26])[CH2:25][CH2:24][NH:23][CH2:22][CH2:21]2)=[CH:17][CH:16]=1>CO>[F:1][C:2]1[CH:3]=[C:4]([CH2:5][CH:6]([OH:7])[CH2:8][N:23]2[CH2:24][CH2:25][C:20]([CH2:19][C:18]3[CH:17]=[CH:16][C:15]([CH3:14])=[CH:28][CH:27]=3)([OH:26])[CH2:21][CH2:22]2)[CH:9]=[CH:10][C:11]=1[O:12][CH3:13]. Procedure: (RS)-2-(3-Fluoro-4-methoxy-benzyl)-oxirane (0.48 g, 2.6 mmol) and 4-(4-methyl-benzyl)-piperidin-4-ol (0.65 g, 3.2 mmol) were dissolved in MeOH (3 ml) and stirred at room temperature for 16 hours. Solvent was evaporated and residue was chromatographed over silica gel (CH2Cl2MeOH 19:1) to provide (RS)-1-[3-(3-Fluoro-4-methoxy-phenyl)-2-hydroxy-propyl]-4-(4-methyl-benzyl)-piperidin-4-ol (0.82 g, 81%) as a yellow oil MS: m/e=388.5 (M+H+). Reactants: C(C1=CC=CC=C1)OC(=O)C(COC1=CC=C(C=O)C=C1)(C)C (4-(2-benzyloxycarbonyl-2-methyl-propoxy)benzaldehyde), [BH4-].[Na+] (sodium borohydride), Cl (hydrochloric acid). Run in O1CCCC1 (tetrahydrofuran). Conditions: time 3 hour. The product is C(C1=CC=CC=C1)OC(=O)C(COC1=CC=C(C=C1)CO)(C)C ([4-(2-Benzyloxycarbonyl-2-methylpropoxy)phenyl]methanol). Yield: 97.3%. As a reaction SMILES: [CH2:1]([O:8][C:9]([C:11]([CH3:23])([CH3:22])[CH2:12][O:13][C:14]1[CH:21]=[CH:20][C:17]([CH:18]=[O:19])=[CH:16][CH:15]=1)=[O:10])[C:2]1[CH:7]=[CH:6][CH:5]=[CH:4][CH:3]=1.[BH4-].[Na+].Cl>O1CCCC1>[CH2:1]([O:8][C:9]([C:11]([CH3:23])([CH3:22])[CH2:12][O:13][C:14]1[CH:15]=[CH:16][C:17]([CH2:18][OH:19])=[CH:20][CH:21]=1)=[O:10])[C:2]1[CH:7]=[CH:6][CH:5]=[CH:4][CH:3]=1 |f:1.2|. Reported procedure: To a solution of 4-(2-benzyloxycarbonyl-2-methyl-propoxy)benzaldehyde (0.97 g) in tetrahydrofuran (20 mL) was added sodium borohydride (59 mg), and the mixture was stirred at room temperature for 3 hours. The reaction mixture was poured into 0.5 mol/L hydrochloric acid, and the resulting mixture was extracted with diethyl ether. The organic layer was washed with water and brine successively, and dried over anhydrous magnesium sulfate. The solvent was removed under reduced pressure, and the resid... The reactants are C(C)(C)(C)OC(=O)N1[C@@H](CN(C(CC1)=O)OCC1=CC=CC=C1)CC1=CC=CC=C1 ((R)-2-Benzyl-4-benzyloxy-5-oxo-[1,4]diazepane-1-carboxylic acid tert-butyl ester). The solvent is CO (methanol). Run at temperature 70 celsius, time 16 hour. Product: C(C)(C)(C)OC(=O)N1[C@@H](CNC(CC1)=O)CC1=CC=CC=C1 ((R)-2-Benzyl-5-oxo-[1,4]diazepane-1-carboxylic acid tert-butyl ester). Isolated yield 82.3%. As a reaction SMILES: [C:1]([O:5][C:6]([N:8]1[CH2:14][CH2:13][C:12](=[O:15])[N:11](OCC2C=CC=CC=2)[CH2:10][C@H:9]1[CH2:24][C:25]1[CH:30]=[CH:29][CH:28]=[CH:27][CH:26]=1)=[O:7])([CH3:4])([CH3:3])[CH3:2]>CO>[C:1]([O:5][C:6]([N:8]1[CH2:14][CH2:13][C:12](=[O:15])[NH:11][CH2:10][C@H:9]1[CH2:24][C:25]1[CH:26]=[CH:27][CH:28]=[CH:29][CH:30]=1)=[O:7])([CH3:4])([CH3:2])[CH3:3]. Procedure: (R)-2-Benzyl-4-benzyloxy-5-oxo-[1,4]diazepane-1-carboxylic acid tert-butyl ester (795 mg, 1.94 mmol) was dissolved in methanol (21 ml) and stirred for 16 h at 70° C. under a hydrogen pressure of 8 bar. After cooling insoluble material was removed by filtration and the filtrate concentrated, to afford the title compound (486 mg, 82%). White foam, MS (ISP)=305.3 (M+H)+. The reactants are BrCC1CC1 ((bromomethyl)cyclopropane), OC1=CC2=C(CC(O2)(C)C2=CC=C(C=N2)OC[C@H](C)NC(C)=O)C=C1 (N-[(1S)-2-{[6-(6-hydroxy-2-methyl-2,3-dihydro-1-benzofuran-2-yl)pyridin-3-yl]oxy}-1-methylethyl]acetamide), C([O-])([O-])=O.[K+].[K+] (potassium carbonate). Run in CN(C)C=O (DMF). Conditions: temperature 80 celsius, time 3 hour. Yields the product C1(CC1)COC1=CC2=C(CC(O2)(C)C2=CC=C(C=N2)OC[C@H](C)NC(C)=O)C=C1 (N-[(1S)-2-({6-[6-(cyclopropylmethoxy)-2-methyl-2,3-dihydro-1-benzofuran-2-yl]pyridin-3-yl}oxy)-1-methylethyl]acetamide). Yield: 86.4%. As a reaction SMILES: Br[CH2:2][CH:3]1[CH2:5][CH2:4]1.[OH:6][C:7]1[CH:30]=[CH:29][C:10]2[CH2:11][C:12]([C:15]3[N:20]=[CH:19][C:18]([O:21][CH2:22][C@@H:23]([NH:25][C:26](=[O:28])[CH3:27])[CH3:24])=[CH:17][CH:16]=3)([CH3:14])[O:13][C:9]=2[CH:8]=1.C(=O)([O-])[O-].[K+].[K+]>CN(C=O)C>[CH:5]1([CH2:4][O:6][C:7]2[CH:30]=[CH:29][C:10]3[CH2:11][C:12]([C:15]4[N:20]=[CH:19][C:18]([O:21][CH2:22][C@@H:23]([NH:25][C:26](=[O:28])[CH3:27])[CH3:24])=[CH:17][CH:16]=4)([CH3:14])[O:13][C:9]=3[CH:8]=2)[CH2:3][CH2:2]1 |f:2.3.4|. Procedure: A mixture of (bromomethyl)cyclopropane (177 mg), diastereomer of N-[(1S)-2-{[6-(6-hydroxy-2-methyl-2,3-dihydro-1-benzofuran-2-yl)pyridin-3-yl]oxy}-1-methylethyl]acetamide (150 mg) and potassium carbonate (72.7 mg) in DMF (3 mL) was stirred at 80° C. for 3 hr. After cooling to room temperature, the mixture was concentrated under reduced pressure. The residue was partitioned between ethyl acetate and water. The separated organic layer was washed with brine, dried over anhydrous magnesium sulfate, ... Reactants: CO, [Li+], COC(=O)c1ccc(Cl)nc1N, [OH-], O, O. Product: [Li+], Nc1nc(Cl)ccc1C(=O)[O-]. Reaction SMILES: [CH3:17][OH:18].[Li+:2].[NH2:4][c:5]1[c:6]([C:7](=[O:8])[O:9][CH3:10])[cH:11][cH:12][c:13]([Cl:15])[n:14]1.[OH-:1].[OH2:16].[OH2:3]>>[Li+:2].[NH2:4][c:5]1[c:6]([C:7](=[O:8])[O-:9])[cH:11][cH:12][c:13]([Cl:15])[n:14]1.